The task is: describe an organic reaction: reactants, conditions, products, and yield. This data is from the Open Reaction Database (ORD), a public repository of structured organic reaction records. The reactants are O=C([O-])[O-], CCOC(C)=O, CCOCCOCCOCCBr, CC(C)=O, CCCCCC, [I-], [K+], [K+], [Na+], CN(C)C=O, CCCCCCCCCCCCCCCCCCOc1cc(O)cc(C(=O)OCc2ccccc2)c1. Yields the product CCCCCCCCCCCCCCCCCCOc1cc(OCCOCCOCCOCC)cc(C(=O)OCc2ccccc2)c1. Reaction SMILES: [C:51](=[O:52])([O-:53])[O-:54].[C:72]([O:73][CH2:74][CH3:75])(=[O:76])[CH3:77].[CH2:37]([CH3:38])[O:39][CH2:40][CH2:41][O:42][CH2:43][CH2:44][O:45][CH2:46][CH2:47][Br:48].[CH3:57][C:58](=[O:59])[CH3:60].[CH3:66][CH2:67][CH2:68][CH2:69][CH2:70][CH3:71].[I-:50].[K+:55].[K+:56].[Na+:49].[O:61]=[CH:62][N:63]([CH3:64])[CH3:65].[c:1]1([CH2:7][O:8][C:9]([c:10]2[cH:11][c:12]([OH:35])[cH:13][c:14]([O:16][CH2:17][CH2:18][CH2:19][CH2:20][CH2:21][CH2:22][CH2:23][CH2:24][CH2:25][CH2:26][CH2:27][CH2:28][CH2:29][CH2:30][CH2:31][CH2:32][CH2:33][CH3:34])[cH:15]2)=[O:36])[cH:2][cH:3][cH:4][cH:5][cH:6]1>>[c:1]1([CH2:7][O:8][C:9]([c:10]2[cH:11][c:12]([O:35][CH2:47][CH2:46][O:45][CH2:44][CH2:43][O:42][CH2:41][CH2:40][O:39][CH2:37][CH3:38])[cH:13][c:14]([O:16][CH2:17][CH2:18][CH2:19][CH2:20][CH2:21][CH2:22][CH2:23][CH2:24][CH2:25][CH2:26][CH2:27][CH2:28][CH2:29][CH2:30][CH2:31][CH2:32][CH2:33][CH3:34])[cH:15]2)=[O:36])[cH:2][cH:3][cH:4][cH:5][cH:6]1. Starting materials: CN(C)c1ccncc1, C(=NC1CCCCC1)=NC1CCCCC1, ClCCCl, O=C(O)Cc1cccc([N+](=O)[O-])c1, Cc1cc(O)cc(=O)o1. Yields the product Cc1cc(O)c(C(=O)Cc2cccc([N+](=O)[O-])c2)c(=O)o1. As a reaction SMILES: [CH3:38][N:39]([CH3:40])[c:41]1[cH:42][cH:43][n:44][cH:45][cH:46]1.[CH:14]1([N:15]=[C:16]=[N:17][CH:18]2[CH2:19][CH2:20][CH2:21][CH2:22][CH2:23]2)[CH2:24][CH2:25][CH2:26][CH2:27][CH2:28]1.[Cl:47][CH2:48][CH2:49][Cl:50].[N+:1](=[O:2])([O-:3])[c:4]1[cH:5][c:6]([CH2:10][C:11](=[O:12])[OH:13])[cH:7][cH:8][cH:9]1.[OH:29][c:30]1[cH:31][c:32](=[O:37])[o:33][c:34]([CH3:36])[cH:35]1>>[N+:1](=[O:2])([O-:3])[c:4]1[cH:5][c:6]([CH2:10][C:11](=[O:13])[c:31]2[c:30]([OH:29])[cH:35][c:34]([CH3:36])[o:33][c:32]2=[O:37])[cH:7][cH:8][cH:9]1. The reactants are C(\C=C/C(=O)O)(=O)O.CC1=C(N=CN1)/C=C/C(=O)C1=CC2=CC=CC=C2C=C1 ((E)-3-(5-methyl-1H-imidazol-4-yl)-1-(2-naphthalenyl)-2-propen-1-one maleate). Reagents/catalysts: [Pd]=O (palladium oxide). Run in CO (methanol), CO (methanol). Yields the product C(\C=C/C(=O)O)(=O)O.CC1=C(N=CN1)CCC(=O)C1=CC2=CC=CC=C2C=C1 (3-(5-Methyl-1H-imidazol-4-yl)-1-(2-naphthalenyl)-1-propanone maleate). Yield: 69.6%. Reaction SMILES: [C:1]([OH:8])(=[O:7])/[CH:2]=[CH:3]\[C:4]([OH:6])=[O:5].[CH3:9][C:10]1[NH:14][CH:13]=[N:12][C:11]=1/[CH:15]=[CH:16]/[C:17]([C:19]1[CH:28]=[CH:27][C:26]2[C:21](=[CH:22][CH:23]=[CH:24][CH:25]=2)[CH:20]=1)=[O:18]>CO.[Pd]=O>[C:1]([OH:8])(=[O:7])/[CH:2]=[CH:3]\[C:4]([OH:6])=[O:5].[CH3:9][C:10]1[NH:14][CH:13]=[N:12][C:11]=1[CH2:15][CH2:16][C:17]([C:19]1[CH:28]=[CH:27][C:26]2[C:21](=[CH:22][CH:23]=[CH:24][CH:25]=2)[CH:20]=1)=[O:18] |f:0.1,4.5|. Procedure: A solution of (E)-3-(5-methyl-1H-imidazol-4-yl)-1-(2-naphthalenyl)-2-propen-1-one maleate (300 mg) in hot methanol (90 ml) was hydrogenated at room temperature and atmospheric pressure over a stirred suspension of pre-reduced 10% palladium oxide on carbon (50% aqueous paste; 30 mg) in methanol (10 ml) for 16 h. The suspension was filtered, evaporated in vacuo, and the residual oil (ca. 350 mg) was partitioned between dichloromethane (3×50 ml) and 2N sodium carbonate (50 ml). The combined organic... Starting materials: BrCC=1OC2=C(N1)C=CC=C2 (2-bromomethylbenzoxazole), S(=O)([O-])[O-].[Na+].[Na+] (sodium sulfite). Solvent: CO (methanol), O (water). Run at temperature 60 celsius, time 6 hour. Product: O1C(=NC2=C1C=CC=C2)CS(=O)(=O)[O-].[Na+] (sodium benzoxazole-2-methanesulfonate). Isolated yield 135.2%. Reaction SMILES: Br[CH2:2][C:3]1[O:4][C:5]2[CH:11]=[CH:10][CH:9]=[CH:8][C:6]=2[N:7]=1.[S:12]([O-:15])([O-:14])=[O:13].[Na+:16].[Na+]>CO.O>[O:4]1[C:5]2[CH:11]=[CH:10][CH:9]=[CH:8][C:6]=2[N:7]=[C:3]1[CH2:2][S:12]([O-:15])(=[O:14])=[O:13].[Na+:16] |f:1.2.3,6.7|. Procedure: To a solution of 3.0 g of 2-bromomethylbenzoxazole [prepared according to the procedures described in Belgian Pat. No. 624,463] in 40 ml of methanol was added a solution of 1.9 g of sodium sulfite in 40 ml of water. The mixture was heated with stirring at 60° C. for 6 hours and concentrated under reduced pressure to give crude sodium benzoxazole-2-methanesulfonate (4.5 g). To the sodium salt was added 15 ml of phosphorus oxychloride and the mixture was heated under reflux for one hour. The remov...